Dataset: the Open Reaction Database (ORD), a public repository of structured organic reaction records. Task: describe an organic reaction: reactants, conditions, products, and yield The reactants are CC(C)(C)OC(=O)c1ccc(N2CCc3ccccc32)cc1Nc1ccc2c(c1)OCO2, O=C(O)C(F)(F)F. Yields the product O=C(O)c1ccc(N2CCc3ccccc32)cc1Nc1ccc2c(c1)OCO2. RXN SMILES: [O:1]1[CH2:2][O:3][c:4]2[c:5]1[cH:6][cH:7][c:8]([NH:10][c:11]1[c:12]([C:13](=[O:14])[O:15][C:16]([CH3:17])([CH3:18])[CH3:19])[cH:20][cH:21][c:22]([N:24]3[CH2:25][CH2:26][c:27]4[cH:28][cH:29][cH:30][cH:31][c:32]43)[cH:23]1)[cH:9]2.[OH:33][C:34]([C:35]([F:36])([F:37])[F:38])=[O:39]>>[O:1]1[CH2:2][O:3][c:4]2[c:5]1[cH:6][cH:7][c:8]([NH:10][c:11]1[c:12]([C:13](=[O:14])[OH:15])[cH:20][cH:21][c:22]([N:24]3[CH2:25][CH2:26][c:27]4[cH:28][cH:29][cH:30][cH:31][c:32]43)[cH:23]1)[cH:9]2.